This data is from the Open Reaction Database (ORD), a public repository of structured organic reaction records. The task is: describe an organic reaction: reactants, conditions, products, and yield Procedure: From 2,3-dichlorobenzoic acid and 2-(4,4-difluoropiperidin-1-yl)-2-(2-(trifluoromethyl)pyrimidin-5-yl)ethanamine. Reactants: ClC1=C(C(=O)O)C=CC=C1Cl (2,3-dichlorobenzoic acid), FC1(CCN(CC1)C(CN)C=1C=NC(=NC1)C(F)(F)F)F (2-(4,4-difluoropiperidin-1-yl)-2-(2-(trifluoromethyl)pyrimidin-5-yl)ethanamine). The product is ClC1=C(C(=O)NCC(C=2C=NC(=NC2)C(F)(F)F)N2CCC(CC2)(F)F)C=CC=C1Cl (2,3-dichloro-N-(2-(4,4-difluoropiperidin-1-yl)-2-(2-(trifluoromethyl)pyrimidin-5-yl)ethyl)benzamide). RXN SMILES: [Cl:1][C:2]1[C:10]([Cl:11])=[CH:9][CH:8]=[CH:7][C:3]=1[C:4]([OH:6])=O.[F:12][C:13]1([F:32])[CH2:18][CH2:17][N:16]([CH:19]([C:22]2[CH:23]=[N:24][C:25]([C:28]([F:31])([F:30])[F:29])=[N:26][CH:27]=2)[CH2:20][NH2:21])[CH2:15][CH2:14]1>>[Cl:1][C:2]1[C:10]([Cl:11])=[CH:9][CH:8]=[CH:7][C:3]=1[C:4]([NH:21][CH2:20][CH:19]([N:16]1[CH2:15][CH2:14][C:13]([F:32])([F:12])[CH2:18][CH2:17]1)[C:22]1[CH:27]=[N:26][C:25]([C:28]([F:29])([F:30])[F:31])=[N:24][CH:23]=1)=[O:6]. Reactants: [N+](=O)([O-])C=1C=C(C=CC1)S(=O)(=O)[O-].[Na+] (sodium m-nitrobenzenesulfonate), [Cl-].C(C)(C)(C)C=1C=C(C(=O)OCC[N+](C)(C)CC2=CC=CC=C2)C=C(C1O)C(C)(C)C (N-[2-(3,5-di-tert-butyl-4-hydroxybenzoyloxy)ethyl]-N,N-dimethylbenzylammonium chloride). Solvent: O (water), O (water), O (water). The product is [N+](=O)([O-])C=1C=C(C=CC1)S(=O)(=O)[O-].C(C)(C)(C)C=1C=C(C(=O)OCC[N+](C)(C)CC2=CC=CC=C2)C=C(C1O)C(C)(C)C (N-[2-(3,5-di-tert-butyl-4-hydroxybenzoyloxy)ethyl]-N,N-dimethylbenzylammonium m-Nitrobenzenesulfonate). Reaction SMILES: [N+:1]([C:4]1[CH:5]=[C:6]([S:10]([O-:13])(=[O:12])=[O:11])[CH:7]=[CH:8][CH:9]=1)([O-:3])=[O:2].[Na+].[Cl-].[C:16]([C:20]1[CH:21]=[C:22]([CH:38]=[C:39]([C:42]([CH3:45])([CH3:44])[CH3:43])[C:40]=1[OH:41])[C:23]([O:25][CH2:26][CH2:27][N+:28]([CH2:31][C:32]1[CH:37]=[CH:36][CH:35]=[CH:34][CH:33]=1)([CH3:30])[CH3:29])=[O:24])([CH3:19])([CH3:18])[CH3:17]>O>[N+:1]([C:4]1[CH:5]=[C:6]([S:10]([O-:13])(=[O:11])=[O:12])[CH:7]=[CH:8][CH:9]=1)([O-:3])=[O:2].[C:42]([C:39]1[CH:38]=[C:22]([CH:21]=[C:20]([C:16]([CH3:19])([CH3:18])[CH3:17])[C:40]=1[OH:41])[C:23]([O:25][CH2:26][CH2:27][N+:28]([CH2:31][C:32]1[CH:37]=[CH:36][CH:35]=[CH:34][CH:33]=1)([CH3:30])[CH3:29])=[O:24])([CH3:45])([CH3:44])[CH3:43] |f:0.1,2.3,5.6|. Procedure details: A solution of 6.75 g (30 mmol) of sodium m-nitrobenzenesulfonate in 50 ml of water was added to a warm solution of 13.44 g (30 mmol) of N-[2-(3,5-di-tert-butyl-4-hydroxybenzoyloxy)ethyl]-N,N-dimethylbenzylammonium chloride prepared as described in Example 1 in 100 ml of water with water rinse. An oily precipitate formed immediately. The aqueous phase was decanted and the gummy residue was washed twice with water. The gum was dissolved in methylene chloride, washed with water, dried over magnesiu...